Dataset: the Open Reaction Database (ORD), a public repository of structured organic reaction records. Task: describe an organic reaction: reactants, conditions, products, and yield Starting materials: CO, Cl, CC(C)(C)OC(=O)NC1CCN(Cc2cccc(C(F)(F)F)c2)C1, C1COCCO1. The product is Cl, NC1CCN(Cc2cccc(C(F)(F)F)c2)C1. As a reaction SMILES: [CH3:32][OH:33].[ClH:25].[F:1][C:2]([c:3]1[cH:4][c:5]([CH2:6][N:7]2[CH2:8][CH:9]([NH:12][C:13](=[O:14])[O:15][C:16]([CH3:17])([CH3:18])[CH3:19])[CH2:10][CH2:11]2)[cH:20][cH:21][cH:22]1)([F:23])[F:24].[O:26]1[CH2:27][CH2:28][O:29][CH2:30][CH2:31]1>>[ClH:25].[F:1][C:2]([c:3]1[cH:4][c:5]([CH2:6][N:7]2[CH2:8][CH:9]([NH2:12])[CH2:10][CH2:11]2)[cH:20][cH:21][cH:22]1)([F:23])[F:24]. Starting materials: Cl.CN(CCCl)C (2-(dimethylamino)ethyl chloride hydrochloride), FC=1C=C(C=CC1[N+](=O)[O-])O (3-fluoro-4-nitrophenol), Cl.CN(CCCl)C (2-(dimethylamino)ethyl chloride hydrochloride), C([O-])([O-])=O.[K+].[K+] (potassium carbonate). Solvent: CC(CC)=O (2-butanone). Conditions: time 24 hour. Product: FC=1C=C(OCCN(C)C)C=CC1[N+](=O)[O-] ([2-(3-Fluoro-4-nitro-phenoxy)-ethyl]-dimethyl-amine). Isolated yield 67.0%. Reaction SMILES: [F:1][C:2]1[CH:3]=[C:4]([OH:11])[CH:5]=[CH:6][C:7]=1[N+:8]([O-:10])=[O:9].Cl.[CH3:13][N:14]([CH3:18])[CH2:15][CH2:16]Cl.C(=O)([O-])[O-].[K+].[K+]>CC(=O)CC>[F:1][C:2]1[CH:3]=[C:4]([CH:5]=[CH:6][C:7]=1[N+:8]([O-:10])=[O:9])[O:11][CH2:16][CH2:15][N:14]([CH3:18])[CH3:13] |f:1.2,3.4.5|. Procedure: A mixture of 3-fluoro-4-nitrophenol (3.0 g, 19 mmol), 2-(dimethylamino)ethyl chloride hydrochloride (3.0 g, 21 mmol) and potassium carbonate (5.4 g, 39 mmol) in 2-butanone (75 mL) was heated to reflux for 20 hours. An additional portion of 2-(dimethylamino)ethyl chloride hydrochloride (2.0 g, 14 mmol) was added, and stirring at reflux proceeded for 24 hours. The mixture was cooled and evaporated under vacuum, and the residue was partitioned between ethyl acetate (100 mL) and water (150 mL), and ... Yield: 619.5%. Product: C(C(=C)C)(=O)NCCCCCCCCCCC(=O)[O-].[Na+].C(C=C)(=O)NC(CS(=O)(=O)O)(C)C (NaMAU AMPS). Reaction SMILES: CO.[C:3]([NH:8][CH2:9][CH2:10][CH2:11][CH2:12][CH2:13][CH2:14][CH2:15][CH2:16][CH2:17][CH2:18][C:19]([O-:21])=[O:20])(=[O:7])[C:4]([CH3:6])=[CH2:5].[Na+:22].[C:23]([NH:27][C:28]([CH3:35])([CH3:34])[CH2:29][S:30]([OH:33])(=[O:32])=[O:31])(=[O:26])[CH:24]=[CH2:25].[OH-].[Na+]>N(C(C)(C)C#N)=NC(C)(C)C#N.CCOCC.O>[C:3]([NH:8][CH2:9][CH2:10][CH2:11][CH2:12][CH2:13][CH2:14][CH2:15][CH2:16][CH2:17][CH2:18][C:19]([O-:21])=[O:20])(=[O:7])[C:4]([CH3:6])=[CH2:5].[Na+:22].[C:23]([NH:27][C:28]([CH3:35])([CH3:34])[CH2:29][S:30]([OH:33])(=[O:31])=[O:32])(=[O:26])[CH:24]=[CH2:25] |f:1.2,4.5,9.10.11|. Run at temperature 60 celsius. The reagents and catalysts are N(=NC(C#N)(C)C)C(C#N)(C)C (azobisisobutyronitrile). Solvent: O (water), CCOCC (ether). Starting materials: CO (methanol), C(C(=C)C)(=O)NCCCCCCCCCCC(=O)[O-].[Na+] (sodium 11-methacrylamidoundecanoate), C(C=C)(=O)NC(CS(=O)(=O)O)(C)C (2-acrylamido-2-methylpropanesulfonic acid), [OH-].[Na+] (sodium hydroxide). Procedure details: Into a mixed solvent of 32.4 mL of methanol and 3.6 mL water (methanol/water=9/1) were dissolved 4.9823 g (17.1 mmol) of sodium 11-methacrylamidoundecanoate (NaMAU), 186.5 mg (0.9 mmol) of 2-acrylamido-2-methylpropanesulfonic acid (AMPS), 39.6 mg (0.99 mmol) of sodium hydroxide, and 7.4 mg (0.045 mmol) of azobisisobutyronitrile. The solution was deaerated by bubbling argon for 30 minutes, the container was covered with a septum, and the polymerization was conducted by heating the solution at 60°... Starting materials: C1CCOC1, COCCCn1ccc2cccc(C(=O)N3CC(CN4CCC(c5ccc(F)cc5)CC4)C(C4CC4)C3)c21, O=C1NC(=O)c2ccccc21, c1ccc(P(c2ccccc2)c2ccccc2)cc1. Yields the product NCCCn1ccc2cccc(C(=O)N3CC(CN4CCC(c5ccc(F)cc5)CC4)C(C4CC4)C3)c21. Reaction SMILES: [CH2:69]1[O:70][CH2:71][CH2:72][CH2:73]1.[CH3:1][O:2][CH2:3][CH2:4][CH2:5][n:6]1[cH:7][cH:8][c:9]2[cH:10][cH:11][cH:12][c:13]([C:15](=[O:16])[N:17]3[CH2:18][CH:19]([CH2:25][N:26]4[CH2:27][CH2:28][CH:29]([c:32]5[cH:33][cH:34][c:35]([F:38])[cH:36][cH:37]5)[CH2:30][CH2:31]4)[CH:20]([CH:22]4[CH2:23][CH2:24]4)[CH2:21]3)[c:14]12.[O:39]=[C:40]1[NH:41][C:48](=[O:49])[c:43]2[c:42]1[cH:47][cH:46][cH:45][cH:44]2.[c:50]1([P:51]([c:52]2[cH:53][cH:54][cH:55][cH:56][cH:57]2)[c:58]2[cH:59][cH:60][cH:61][cH:62][cH:63]2)[cH:64][cH:65][cH:66][cH:67][cH:68]1>>[CH2:3]([CH2:4][CH2:5][n:6]1[cH:7][cH:8][c:9]2[cH:10][cH:11][cH:12][c:13]([C:15](=[O:16])[N:17]3[CH2:18][CH:19]([CH2:25][N:26]4[CH2:27][CH2:28][CH:29]([c:32]5[cH:33][cH:34][c:35]([F:38])[cH:36][cH:37]5)[CH2:30][CH2:31]4)[CH:20]([CH:22]4[CH2:23][CH2:24]4)[CH2:21]3)[c:14]12)[NH2:41]. Starting materials: [H][H] (hydrogen), 46, Cl.ClC1=CC(=C(C=C1)NC(C=1C=NC=CC1)C)[N+](=O)[O-] (N-(4-chloro-2-nitrophenyl)-α-methyl-3-pyridinemethanamine monohydrochloride). Reagents/catalysts: [Ni] (Raney-nickel). The solvent is CO (methanol). Yields the product 41.5, Cl.ClC=1C=C(C(=CC1)NC(C)C=1C=NC=CC1)N (4-chloro-N1 -[1-(3-pyridinyl)ethyl]-1,2-benzenediamine monohydrochloride). The yield is 100.0%. Reaction SMILES: Cl.[Cl:2][C:3]1[CH:8]=[CH:7][C:6]([NH:9][CH:10]([CH3:17])[C:11]2[CH:12]=[N:13][CH:14]=[CH:15][CH:16]=2)=[C:5]([N+:18]([O-])=O)[CH:4]=1.[H][H]>[Ni].CO>[ClH:2].[Cl:2][C:3]1[CH:4]=[C:5]([NH2:18])[C:6]([NH:9][CH:10]([C:11]2[CH:12]=[N:13][CH:14]=[CH:15][CH:16]=2)[CH3:17])=[CH:7][CH:8]=1 |f:0.1,5.6|. Reported procedure: A mixture of 46 parts of N-(4-chloro-2-nitrophenyl)-α-methyl-3-pyridinemethanamine monohydrochloride and 400 parts of methanol is hydrogenated at normal pressure and at room temperature with 5 parts of Raney-nickel catalyst. After the calculated amount of hydrogen is taken up, the catalyst is filtered off and the filtrate is evaporated, yielding 41.5 parts (100%) of 4-chloro-N1 -[1-(3-pyridinyl)ethyl]-1,2-benzenediamine monohydrochloride as a residue.